From a dataset of the Open Reaction Database (ORD), a public repository of structured organic reaction records. describe an organic reaction: reactants, conditions, products, and yield Reactants: NCCOCCOC=1C=CC=2C=3N(C(=NC2C1OC)NC(C1=CN=CC=C1)=O)CCN3 (N-{8-[2-(2-aminoethoxy)-ethoxy]-7-methoxy-2,3-dihydro-imidazo[1,2-c]quinazolin-5-yl}-nicotinamide), C1(=CC=CC=C1)S(=O)(=O)Cl (phenylsulfonyl chloride). The product is COC1=C(C=CC=2C=3N(C(=NC12)NC(C1=CN=CC=C1)=O)CCN3)OCCOCCNS(=O)(=O)C3=CC=CC=C3 (N-[7-methoxy-8-(2-{2-[(phenylsulfonyl)amino]ethoxy}ethoxy)-2,3-dihydroimidazo[1,2-c]quinazolin-5-yl]nicotinamide). RXN SMILES: [NH2:1][CH2:2][CH2:3][O:4][CH2:5][CH2:6][O:7][C:8]1[CH:9]=[CH:10][C:11]2[C:12]3[N:13]([CH2:29][CH2:30][N:31]=3)[C:14]([NH:20][C:21](=[O:28])[C:22]3[CH:27]=[CH:26][CH:25]=[N:24][CH:23]=3)=[N:15][C:16]=2[C:17]=1[O:18][CH3:19].[C:32]1([S:38](Cl)(=[O:40])=[O:39])[CH:37]=[CH:36][CH:35]=[CH:34][CH:33]=1>>[CH3:19][O:18][C:17]1[C:16]2[N:15]=[C:14]([NH:20][C:21](=[O:28])[C:22]3[CH:27]=[CH:26][CH:25]=[N:24][CH:23]=3)[N:13]3[CH2:29][CH2:30][N:31]=[C:12]3[C:11]=2[CH:10]=[CH:9][C:8]=1[O:7][CH2:6][CH2:5][O:4][CH2:3][CH2:2][NH:1][S:38]([C:32]1[CH:37]=[CH:36][CH:35]=[CH:34][CH:33]=1)(=[O:40])=[O:39]. Procedure: The procedure used for the preparation of Example 31, Step 5 was used to prepare the title compound from N-{8-[2-(2-aminoethoxy)-ethoxy]-7-methoxy-2,3-dihydro-imidazo[1,2-c]quinazolin-5-yl}-nicotinamide (Example 31, Step 4) and phenylsulfonyl chloride. HPLC MS RT=2.25 min, MH+=565.3.